This data is from the Open Reaction Database (ORD), a public repository of structured organic reaction records. The task is: describe an organic reaction: reactants, conditions, products, and yield Starting materials: COC1=CC=C(C=C1)C(C1=CC=CC=C1)(C1=CC=C(C=C1)OC)NC1=N[C@](C(C(N1C)=O)(C)C)(C)C1=C(C=CC(=C1)Br)F ((S)-2-{[bis-(4-methoxy-phenyl)-phenyl-methyl]-amino}-6-(5-bromo-2-fluoro-phenyl)-3,5,5,6-tetramethyl-5,6-dihydro-3H-pyrimidin-4-one), COC1=CC=C(C=C1)C(C1=CC=CC=C1)(C1=CC=C(C=C1)OC)NC1=N[C@](C(C(N1C)=O)(C)C)(C)C1=C(C=CC(=C1)Br)F ((S)-2-{[bis-(4-methoxy-phenyl)-phenyl-methyl]-amino}-6-(5-bromo-2-fluoro-phenyl)-3,5,5,6-tetramethyl-5,6-dihydro-3H-pyrimidin-4-one), CC1=CC=C(C=N1)N (6-methyl-pyridin-3-ylamine). Product: NC1=N[C@](C(C(N1C)=O)(C)C)(C)C1=C(C=CC(=C1)NC=1C=NC(=CC1)C)F ((S)-2-Amino-6-(2-fluoro-5-(6-methylpyridin-3-ylamino)phenyl)-3,5,5,6-tetramethyl-5,6-dihydropyrimidin-4(3H)-one). As a reaction SMILES: COC1C=CC(C([NH:24][C:25]2[N:30]([CH3:31])[C:29](=[O:32])[C:28]([CH3:34])([CH3:33])[C@:27]([C:36]3[CH:41]=[C:40](Br)[CH:39]=[CH:38][C:37]=3[F:43])([CH3:35])[N:26]=2)(C2C=CC(OC)=CC=2)C2C=CC=CC=2)=CC=1.[CH3:44][C:45]1[N:50]=[CH:49][C:48]([NH2:51])=[CH:47][CH:46]=1>>[NH2:24][C:25]1[N:30]([CH3:31])[C:29](=[O:32])[C:28]([CH3:34])([CH3:33])[C@:27]([C:36]2[CH:41]=[C:40]([NH:51][C:48]3[CH:49]=[N:50][C:45]([CH3:44])=[CH:46][CH:47]=3)[CH:39]=[CH:38][C:37]=2[F:43])([CH3:35])[N:26]=1. Procedure: The coupling of (S)-2-{[bis-(4-methoxy-phenyl)-phenyl-methyl]-amino}-6-(5-bromo-2-fluoro-phenyl)-3,5,5,6-tetramethyl-5,6-dihydro-3H-pyrimidin-4-one (intermediate K) and 6-methyl-pyridin-3-ylamine according to procedure B followed by deprotection yielded the title compound as an off-white foam. MS (ESI): m/z=370.2 [M+H]+.